Dataset: the Open Reaction Database (ORD), a public repository of structured organic reaction records. Task: describe an organic reaction: reactants, conditions, products, and yield Reactants: CC(=O)OC(C)=O, O=C(O)CCc1cccc2c1NC(=O)CC2. The product is O=C1CCc2cccc3c2N1C(=O)CC3. RXN SMILES: [CH3:17][C:18]([O:19][C:20](=[O:21])[CH3:22])=[O:23].[O:1]=[C:2]1[NH:3][c:4]2[c:5]([CH2:12][CH2:13][C:14](=[O:15])[OH:16])[cH:6][cH:7][cH:8][c:9]2[CH2:10][CH2:11]1>>[O:1]=[C:2]1[N:3]2[c:4]3[c:5]([cH:6][cH:7][cH:8][c:9]3[CH2:10][CH2:11]1)[CH2:12][CH2:13][C:14]2=[O:16]. The reactants are ClC1=CC(=C(/C=C/C(=O)OC)C=C1)NS(=O)(=O)C1=CC=CC=C1 (methyl trans 4-chloro-2-(phenylsulfonylamino)cinnamate), BrC=1C=C(C(CBr)=O)C=CC1 (3-bromophenacyl bromide). Yields the product COC(CC1=C(NC2=CC(=CC=C12)Cl)C(C1=CC(=CC=C1)Br)=O)=O (Methyl[6-chloro-2-(3-bromobenzoyl)-1H-indol-3-yl]acetate). RXN SMILES: [Cl:1][C:2]1[CH:13]=[CH:12][C:5](/[CH:6]=[CH:7]/[C:8]([O:10][CH3:11])=[O:9])=[C:4]([NH:14]S(C2C=CC=CC=2)(=O)=O)[CH:3]=1.[Br:24][C:25]1[CH:26]=[C:27]([CH:32]=[CH:33][CH:34]=1)[C:28](=[O:31])[CH2:29]Br>>[CH3:11][O:10][C:8](=[O:9])[CH2:7][C:6]1[C:5]2[C:4](=[CH:3][C:2]([Cl:1])=[CH:13][CH:12]=2)[NH:14][C:29]=1[C:28](=[O:31])[C:27]1[CH:32]=[CH:33][CH:34]=[C:25]([Br:24])[CH:26]=1. Procedure: The title compound was prepared according to the procedure described in Example 57 from methyl trans 4-chloro-2-(phenylsulfonylamino)cinnamate (step 1 of Example 8, Method A) and 3-bromophenacyl bromide. Reactants: FC(C(CC(=O)C=1SC2=C(N1)C=CC(=C2)F)=O)(F)F (4,4,4-trifluoro-1-(6-fluorobenzothiazol-2-yl)butane-1,3-dione), S(N)(=O)(=O)C1=CC=C(C=C1)NN (4-sulfamoylphenyl-hydrazine), O (water). Solvent: C(C)(=O)O (acetic acid). The product is FC1=CC2=C(N=C(S2)C2=CC(=NN2C2=CC=C(C=C2)S(=O)(=O)N)C(F)(F)F)C=C1 (4-[5-(6-fluorobenzothiazol-2-yl)-3-trifluoromethyl-1H-pyrazol-1-yl]benzenesulfonamide). Yield: 42.7%. Reaction SMILES: [F:1][C:2]([F:19])([F:18])[C:3](=O)[CH2:4][C:5]([C:7]1[S:8][C:9]2[CH:15]=[C:14]([F:16])[CH:13]=[CH:12][C:10]=2[N:11]=1)=O.[S:20]([C:24]1[CH:29]=[CH:28][C:27]([NH:30][NH2:31])=[CH:26][CH:25]=1)(=[O:23])(=[O:22])[NH2:21].O>C(O)(=O)C>[F:16][C:14]1[CH:13]=[CH:12][C:10]2[N:11]=[C:7]([C:5]3[N:30]([C:27]4[CH:26]=[CH:25][C:24]([S:20]([NH2:21])(=[O:23])=[O:22])=[CH:29][CH:28]=4)[N:31]=[C:3]([C:2]([F:19])([F:18])[F:1])[CH:4]=3)[S:8][C:9]=2[CH:15]=1. Reported procedure: The mixture of 4,4,4-trifluoro-1-(6-fluorobenzothiazol-2-yl)butane-1,3-dione (800 mg, 2.7 mmol) and 4-sulfamoylphenyl-hydrazine (720 mg, 3.8 mmol) was heated under reflux in acetic acid (10 ml) for 16 hours. After cooling, the reaction mixture was poured into water and extracted with methylene chloride. The organic layer was washed with water, dried over magnesium sulfate, and then evaporated. The residue was subjected to purification using chromatography on silica gel to afford 4-[5-(6-fluorobe... As a reaction SMILES: [F:1][C:2]1[CH:7]=[CH:6][CH:5]=[CH:4][C:3]=1[N:8]1[C:12]([C:13]2[S:14][C:15]([C:18]3[CH:23]=[CH:22][CH:21]=[C:20]([S:24]([CH3:27])(=[O:26])=[O:25])[CH:19]=3)=[CH:16][CH:17]=2)=[CH:11][C:10]([C:28]([OH:31])([CH3:30])[CH3:29])=[N:9]1.[Cl:32]N1C(=O)CCC1=O>CC#N>[Cl:32][C:11]1[C:10]([C:28]([OH:31])([CH3:29])[CH3:30])=[N:9][N:8]([C:3]2[CH:4]=[CH:5][CH:6]=[CH:7][C:2]=2[F:1])[C:12]=1[C:13]1[S:14][C:15]([C:18]2[CH:23]=[CH:22][CH:21]=[C:20]([S:24]([CH3:27])(=[O:25])=[O:26])[CH:19]=2)=[CH:16][CH:17]=1. Product: ClC=1C(=NN(C1C=1SC(=CC1)C1=CC(=CC=C1)S(=O)(=O)C)C1=C(C=CC=C1)F)C(C)(C)O (2-{4-Chloro-1-(2-fluoro-phenyl)-5-[5-(3-methanesulfonyl-phenyl)-thiophen-2-yl]-1H-pyrazol-3-yl}-propan-2-ol). The reactants are FC1=C(C=CC=C1)N1N=C(C=C1C=1SC(=CC1)C1=CC(=CC=C1)S(=O)(=O)C)C(C)(C)O (2-{1-(2-Fluoro-phenyl)-5-[5-(3-methanesulfonyl-phenyl)-thiophen-2-yl]-1H-pyrazol-3-yl}-propan-2-ol), ClN1C(CCC1=O)=O (N-chlorosuccinimide). Procedure details: To a stirred solution of 2-{1-(2-Fluoro-phenyl)-5-[5-(3-methanesulfonyl-phenyl)-thiophen-2-yl]-1H-pyrazol-3-yl}-propan-2-ol (115 mg, 0.25 mmol) in dry MeCN was added N-chlorosuccinimide (35 mg, 026 mmol) at 20° C. and the reaction mixture was stirred in a sealed vial at 75° C. overnight. Evaporation of solvent gave a residue, which was purified by flash chromatography on silica gel eluting with EtOAC-hexane (0-60%) to afford the title compound as a white solid (123 mg, 100%). 1H-NMR (CDCl3): δ 8... Isolated yield 100.2%. Conditions: temperature 75 celsius, time 8 hour. Run in CC#N (MeCN). Starting materials: FC([C@](C)(O)C1=CC=C(C=C1)N1[C@H](CN(CC1)S(=O)(=O)C=1SC=CC1)CC1=CC=C(C=C1)F)(F)F ((2R)-1,1,1-trifluoro-2-(4-((2S)-2-(4-fluorobenzyl)-4-(2-thiophenylsulfonyl)-1-piperazinyl)phenyl)-2-propanol), C=1N=C(C2=C(N1)N(C=N2)[C@H]3[C@@H]([C@@H]([C@H](O3)COP(=O)(O)OP(=O)(O)OC[C@@H]4[C@H]([C@H]([C@@H](O4)N5C=CCC(=C5)C(=O)N)O)O)O)OP(=O)(O)O)N (NADPH), FC([C@@](C)(O)C1=CC=C(C=C1)N1[C@@H](CN(CC1)S(=O)(=O)C=1SC=CC1)CC1=CC=C(C=C1)F)(F)F ((2S)-1,1,1-trifluoro-2-(4-((2R)-2-(4-fluorobenzyl)-4-(2-thiophenylsulfonyl)-1-piperazinyl)phenyl)-2-propanol), FC([C@@](C)(O)C1=CC=C(C=C1)N1[C@H](CN(CC1)S(=O)(=O)C=1SC=CC1)CC1=CC=C(C=C1)F)(F)F ((2S)-1,1,1-trifluoro-2-(4-((2S)-2-(4-fluorobenzyl)-4-(2-thiophenylsulfonyl)-1-piperazinyl)phenyl)-2-propanol). Yields the product FC([C@](C)(O)C1=CC=C(C=C1)N1[C@@H](CN(CC1)S(=O)(=O)C=1SC=CC1)CC1=CC=C(C=C1)F)(F)F ((2R)-1,1,1-trifluoro-2-(4-((2R)-2-(4-fluorobenzyl)-4-(2-thiophenylsulfonyl)-1-piperazinyl)phenyl)-2-propanol). RXN SMILES: [F:1][C:2]([F:35])([F:34])[C@@:3]([C:6]1[CH:11]=[CH:10][C:9]([N:12]2[CH2:17][CH2:16][N:15]([S:18]([C:21]3[S:22][CH:23]=[CH:24][CH:25]=3)(=[O:20])=[O:19])[CH2:14][C@@H:13]2[CH2:26][C:27]2[CH:32]=[CH:31][C:30]([F:33])=[CH:29][CH:28]=2)=[CH:8][CH:7]=1)([OH:5])[CH3:4].FC(F)(F)[C@](C1C=CC(N2CCN(S(C3SC=CC=3)(=O)=O)C[C@H]2CC2C=CC(F)=CC=2)=CC=1)(O)C.FC(F)(F)[C@](C1C=CC(N2CCN(S(C3SC=CC=3)(=O)=O)C[C@@H]2CC2C=CC(F)=CC=2)=CC=1)(O)C.C1N=C(N)C2N=CN([C@@H]3O[C@H](COP(OP(OC[C@H]4O[C@@H](N5C=C(C(N)=O)CC=C5)[C@H](O)[C@@H]4O)(O)=O)(O)=O)[C@@H](O)[C@H]3OP(O)(O)=O)C=2N=1>>[F:35][C:2]([F:1])([F:34])[C@@:3]([C:6]1[CH:11]=[CH:10][C:9]([N:12]2[CH2:17][CH2:16][N:15]([S:18]([C:21]3[S:22][CH:23]=[CH:24][CH:25]=3)(=[O:20])=[O:19])[CH2:14][C@H:13]2[CH2:26][C:27]2[CH:28]=[CH:29][C:30]([F:33])=[CH:31][CH:32]=2)=[CH:8][CH:7]=1)([OH:5])[CH3:4]. Procedure: (2R)-1,1,1-trifluoro-2-(4-((2S)-2-(4-fluorobenzyl)-4-(2-thiophenylsulfonyl)-1-piperazinyl)phenyl)-2-propanol; (2S)-1,1,1-trifluoro-2-(4-((2R)-2-(4-fluorobenzyl)-4-(2-thiophenylsulfonyl)-1-piperazinyl)phenyl)-2-propanol; (2S)-1,1,1-trifluoro-2-(4-((2S)-2-(4-fluorobenzyl)-4-(2-thiophenylsulfonyl)-1-piperazinyl)phenyl)-2-propanol. 1H NMR (400 MHz, CD3OD) δ 7.93-7.81 (m, 1H), 7.61 (d, J=2.5 Hz, 1H), 7.56-7.43 (m, 2H), 7.30-7.15 (m, 3H), 7.08-6.91 (m, 4H), 4.11 (br. s., 1H), 3.84 (d, J=11.0 Hz, 1H), ... Starting materials: COc1ccc(P2(=S)SP(=S)(c3ccc(OC)cc3)S2)cc1, Cc1ccccc1, CC(C)Oc1ccc(F)c(F)c1C1NC(=O)CC(c2cccc(Cl)c2)C12C(=O)Nc1cc(Cl)ccc12. Product: CC(C)Oc1ccc(F)c(F)c1C1NC(=S)CC(c2cccc(Cl)c2)C12C(=O)Nc1cc(Cl)ccc12. Reaction SMILES: [CH3:37][O:38][c:39]1[cH:40][cH:41][c:42]([P:43]2(=[S:44])[S:45][P:47](=[S:48])([c:49]3[cH:50][cH:51][c:52]([O:53][CH3:54])[cH:55][cH:56]3)[S:46]2)[cH:57][cH:58]1.[CH3:59][c:60]1[cH:61][cH:62][cH:63][cH:64][cH:65]1.[Cl:1][c:2]1[cH:3][cH:4][c:5]2[c:9]([cH:10]1)[NH:8][C:7](=[O:11])[C:6]21[CH:12]([c:25]2[c:26]([F:36])[c:27]([F:35])[cH:28][cH:29][c:30]2[O:31][CH:32]([CH3:33])[CH3:34])[NH:13][C:14](=[O:24])[CH2:15][CH:16]1[c:17]1[cH:18][c:19]([Cl:23])[cH:20][cH:21][cH:22]1>>[Cl:1][c:2]1[cH:3][cH:4][c:5]2[c:9]([cH:10]1)[NH:8][C:7](=[O:11])[C:6]21[CH:12]([c:25]2[c:26]([F:36])[c:27]([F:35])[cH:28][cH:29][c:30]2[O:31][CH:32]([CH3:33])[CH3:34])[NH:13][C:14](=[S:46])[CH2:15][CH:16]1[c:17]1[cH:18][c:19]([Cl:23])[cH:20][cH:21][cH:22]1. Reactants: solution, ClC1=CC(=C(C=C1)C(C)=O)F (4′-chloro-2′-fluoroacetophenone), C1(CC1)[Mg]Br (cyclopropylmagnesium bromide), C(C)#N (acetonitrile), O (water). Solvent: C(C)OCC (diethyl ether), C(C)OCC (diethyl ether), O1CCCC1 (tetrahydrofuran). Conditions: temperature 0 celsius, time 1 hour. Product: ClC1=CC(=C(C=C1)C(C)(O)C1CC1)F (1-(4-Chloro-2-fluorophenyl)-1-cyclopropylethanol). As a reaction SMILES: [CH:1]1([Mg]Br)[CH2:3][CH2:2]1.[Cl:6][C:7]1[CH:12]=[CH:11][C:10]([C:13](=[O:15])[CH3:14])=[C:9]([F:16])[CH:8]=1.C(#N)C.O>O1CCCC1.C(OCC)C>[Cl:6][C:7]1[CH:12]=[CH:11][C:10]([C:13]([CH:1]2[CH2:3][CH2:2]2)([OH:15])[CH3:14])=[C:9]([F:16])[CH:8]=1. Procedure details: 114.6 ml (57.31 mmol) of a 0.5N solution of cyclopropylmagnesium bromide in tetrahydrofuran were taken up at 0° C. in 23 ml of diethyl ether, and 4.95 g (28.65 mmol) of 4′-chloro-2′-fluoroacetophenone dissolved in 5 ml of diethyl ether were slowly added dropwise. Stirring at 0° C. for 1 h was followed by warming to RT, and the reaction solution was mixed with acetonitrile, water and a little kieselguhr, and the mixture was filtered through kieselguhr. The phases of the filtrate were separated an... The reactants are resultant mixture, C12(CC3(CC(CC(C1)C3)C2)O)O (1,3-adamantanediol), C12(CC3(CC(CC(C1)C3)C2)O)O (1,3-adamantanediol), N1=CC=CC=C1 (pyridine), COC(=O)Cl (methoxycarbonyl chloride). Run in CN(C)C=O (DMF). Yields the product COC(=O)OC12CC3(CC(CC(C1)C3)C2)OC(=O)OC (1,3-bis (methoxycarbonyloxy)adamantane). Yield: 90.0%. RXN SMILES: [C:1]12([OH:12])[CH2:10][CH:5]3[CH2:6][CH:7]([CH2:9][C:3]([OH:11])([CH2:4]3)[CH2:2]1)[CH2:8]2.N1C=CC=CC=1.[CH3:19][O:20][C:21](Cl)=[O:22]>CN(C=O)C>[CH3:19][O:20][C:21]([O:12][C:1]12[CH2:10][CH:5]3[CH2:6][CH:7]([CH2:9][C:3]([O:11][C:21]([O:20][CH3:19])=[O:22])([CH2:4]3)[CH2:2]1)[CH2:8]2)=[O:22]. Procedure details: In an atmosphere of nitrogen, 10 mmole of 1,3-adamantanediol and 24 mmole of pyridine were dissolved in 10 ml of DMF. To the mixture, 22 mmole of methoxycarbonyl chloride was added dropwise with stirring at room temperature. Cooling of the resultant mixture with ice was started at about the time exothermic reaction began. When the exothermic reaction is completed, the mixture was heated to 60° C. and then stirred for one hour. As a result, the conversion of 1,3-adamantanediol was 99% and 1,3-bis... Yields the product ClC1=C(C(=O)O)C=C(C(=C1)F)N1C(N(C(=CC1=O)C(F)(F)F)C)=O (2-chloro-5-(3,6-dihydro-3-methyl-2,6-dioxo-4-(trifluoromethyl)-1(2H)-pyrimidinyl)-4-fluoro-benzoic Acid). The solvent is C(Cl)Cl (methylenechloride). Procedure: 2-Chloro-5-(3,6-dihydro-3-methyl-2,6-dioxo-4-(trifluoromethyl)-1(2H)-pyrimidinyl)-4-fluoro-benzoic acid ethyl ester (5.2 g) was dissolved in methylenechloride (100 ml) and borontribromide (10 g) was added dropwise at ambient temperature. The reaction mixture was stirred for three hours at this temperature and poured into ice-water. The resulting mixture was extracted with ethyl acetate. The organic phase was washed with brine (×3) and dried over anhydrous Na2SO4. The solvent was removed under re... The yield is 89.0%. Reactants: C(C)OC(C1=C(C=C(C(=C1)N1C(N(C(=CC1=O)C(F)(F)F)C)=O)F)Cl)=O (2-Chloro-5-(3,6-dihydro-3-methyl-2,6-dioxo-4-(trifluoromethyl)-1(2H)-pyrimidinyl)-4-fluoro-benzoic acid ethyl ester), ice water. Reaction conditions: time 3 hour. As a reaction SMILES: C([O:3][C:4](=[O:26])[C:5]1[CH:10]=[C:9]([N:11]2[C:16](=[O:17])[CH:15]=[C:14]([C:18]([F:21])([F:20])[F:19])[N:13]([CH3:22])[C:12]2=[O:23])[C:8]([F:24])=[CH:7][C:6]=1[Cl:25])C>C(Cl)Cl>[Cl:25][C:6]1[CH:7]=[C:8]([F:24])[C:9]([N:11]2[C:16](=[O:17])[CH:15]=[C:14]([C:18]([F:19])([F:21])[F:20])[N:13]([CH3:22])[C:12]2=[O:23])=[CH:10][C:5]=1[C:4]([OH:26])=[O:3].